This data is from the Open Reaction Database (ORD), a public repository of structured organic reaction records. The task is: describe an organic reaction: reactants, conditions, products, and yield The reactants are C1(CC1)N1C=C(C(C2=CC(=C(C(=C12)F)F)F)=O)C(=O)O (1-cyclopropyl-6,7,8-trifluoro-1,4-dihydro-4-oxo-3-quinolinecarboxylic acid), Cl.Cl.C12NCC(NC1)CC2 (2,5-diazabicyclo[2.2.2]octane dihydrochloride), N12CCCCCC2=NCCC1 (1,8-diazabicyclo[5.4.0]undec-7-ene). Run in C(C)#N (acetonitrile). The product is C12N(CC(NC1)CC2)C2=C(C=C1C(C(=CN(C1=C2F)C2CC2)C(=O)O)=O)F (7-(2,5-Diazabicyclo[2.2.2]oct-2-yl)-1-cyclopropyl-6,8-difluoro-1,4-dihydro-4-oxo-3-quinolinecarboxylic acid). The yield is 71.9%. RXN SMILES: [CH:1]1([N:4]2[C:13]3[C:8](=[CH:9][C:10]([F:16])=[C:11](F)[C:12]=3[F:14])[C:7](=[O:17])[C:6]([C:18]([OH:20])=[O:19])=[CH:5]2)[CH2:3][CH2:2]1.Cl.Cl.[CH:23]12[CH2:30][CH2:29][CH:26]([NH:27][CH2:28]1)[CH2:25][NH:24]2.N12CCCN=C1CCCCC2>C(#N)C>[CH:23]12[CH2:30][CH2:29][CH:26]([NH:27][CH2:28]1)[CH2:25][N:24]2[C:11]1[C:12]([F:14])=[C:13]2[C:8]([C:7](=[O:17])[C:6]([C:18]([OH:20])=[O:19])=[CH:5][N:4]2[CH:1]2[CH2:2][CH2:3]2)=[CH:9][C:10]=1[F:16] |f:1.2.3|. Procedure: A mixture of 0.28 g (1 mmole) of 1-cyclopropyl-6,7,8-trifluoro-1,4-dihydro-4-oxo-3-quinolinecarboxylic acid, 0.2 g (1.1 mmole) 2,5-diazabicyclo[2.2.2]octane dihydrochloride [P. A. Sturm et al., J. Med. Chem., 17, 481 (1974)], 0.45 ml (3.0 mmole) of 1,8-diazabicyclo[5.4.0]undec-7-ene and 10 ml of acetonitrile was heated at reflux for four hours. After cooling to room temperature, the reaction mixture was filtered and the solid washed with ethanol and dried to give 0.27 g of the title compound, mp... The reactants are ClC1=NC(=CN=C1)OCCCCCOC1=CC=CC=C1 (2-chloro-6-[(5-phenoxypentyl)oxy]pyrazine), C(=O)([O-])[O-].[K+].[K+] (K2CO3), O(C1=CC=CC=C1)CCCCCO (5-phenoxy-1-pentanol), N1CCNCC1 (piperazine). The product is O(C1=CC=CC=C1)CCCCCOC1=NC(=CN=C1)N1CCNCC1 (2-[(5-Phenoxypentyl)oxy]-6-(1-piperazinyl)pyrazine). Reaction SMILES: Cl[C:2]1[CH:7]=[N:6][CH:5]=[C:4]([O:8][CH2:9][CH2:10][CH2:11][CH2:12][CH2:13][O:14][C:15]2[CH:20]=[CH:19][CH:18]=[CH:17][CH:16]=2)[N:3]=1.O(CCCCCO)C1C=CC=CC=1.[NH:34]1[CH2:39][CH2:38][NH:37][CH2:36][CH2:35]1.C([O-])([O-])=O.[K+].[K+]>>[O:14]([CH2:13][CH2:12][CH2:11][CH2:10][CH2:9][O:8][C:4]1[CH:5]=[N:6][CH:7]=[C:2]([N:34]2[CH2:39][CH2:38][NH:37][CH2:36][CH2:35]2)[N:3]=1)[C:15]1[CH:20]=[CH:19][CH:18]=[CH:17][CH:16]=1 |f:3.4.5|. Procedure: The title compound was prepared according to the procedure of example 50, step 2, starting from 2-chloro-6-[(5-phenoxypentyl)oxy]pyrazine (2.06 g, 7.03 mmol; obtained according to the procedure of example 50, step 1, starting from 5-phenoxy-1-pentanol*), piperazine (1.88 g, 21.8 mmol) and K2CO3 (0.97 g, 7.03 mmol). The yield of the title compound was 1.15 g (48%) which was obtained as a white solid. Purity 100% (HPLC). MS m/z 343 (M+H)+. HRMS m/z calcd for C19H26N4O2 (M)+ 342.2056, found 342.205... Reaction SMILES: [CH3:21][OH:22].[Cl:1][c:2]1[cH:3][c:4]([C:5](=[O:6])[NH:7][CH:8]2[CH2:9][CH2:10][N:11]([CH3:14])[CH2:12][CH2:13]2)[cH:15][cH:16][c:17]1[N+:18]([O-:19])=[O:20]>>[Cl:1][c:2]1[cH:3][c:4]([C:5](=[O:6])[NH:7][CH:8]2[CH2:9][CH2:10][N:11]([CH3:14])[CH2:12][CH2:13]2)[cH:15][cH:16][c:17]1[NH2:18]. Yields the product CN1CCC(NC(=O)c2ccc(N)c(Cl)c2)CC1. Starting materials: CO, CN1CCC(NC(=O)c2ccc([N+](=O)[O-])c(Cl)c2)CC1. The reactants are FC=1C(=NC=C(C1)O)C(=O)OCC (ethyl 3-fluoro-5-hydroxypyridine-2-carboxylate), [N+](=O)([O-])C1=CC=C(C=C1)S(=O)(=O)OC[C@@H]1C(C1)(F)F (((1R)-2,2-difluorocyclopropyl)methyl 4-nitrobenzenesulfonate). The product is FC1([C@H](C1)COC=1C=C(C(=NC1)C(=O)OCC)F)F (ethyl 5-(((1R)-2,2-difluorocyclopropyl)methoxy)-3-fluoropyridine-2-carboxylate). Reaction SMILES: [F:1][C:2]1[C:3]([C:9]([O:11][CH2:12][CH3:13])=[O:10])=[N:4][CH:5]=[C:6]([OH:8])[CH:7]=1.[N+](C1C=CC(S(O[CH2:27][C@H:28]2[CH2:30][C:29]2([F:32])[F:31])(=O)=O)=CC=1)([O-])=O>>[F:31][C:29]1([F:32])[CH2:30][C@@H:28]1[CH2:27][O:8][C:6]1[CH:7]=[C:2]([F:1])[C:3]([C:9]([O:11][CH2:12][CH3:13])=[O:10])=[N:4][CH:5]=1. Procedure details: Using ethyl 3-fluoro-5-hydroxypyridine-2-carboxylate and ((1R)-2,2-difluorocyclopropyl)methyl 4-nitrobenzenesulfonate, and in the same manner as in Example 5, the title compound was obtained. The reactants are ICCCC (iodobutane), CN1C(N(CCC1)C)=O (1,3-Dimethyl-3,4,5,6-tetrahydro-2(1H)-pyrimidinone), C(C)OC(CCCCC)=O (ethylhexanoate), C(C)(C)NC(C)C (Diisopropylamine), ice water, C(CCC)[Li] (n-butyllithium). Solvent: C1CCOC1 (THF). Conditions: temperature -40 celsius, time 8 hour. Product: C(CCC)C(C(=O)OCC)CCCC (Ethyl 2-butylhexanoate). Reaction SMILES: C(NC(C)C)(C)C.[CH2:8]([Li])[CH2:9][CH2:10][CH3:11].[CH2:13]([O:15][C:16](=[O:22])[CH2:17][CH2:18][CH2:19][CH2:20][CH3:21])[CH3:14].ICCCC.CN1CCCN(C)C1=O>C1COCC1>[CH2:8]([CH:17]([CH2:18][CH2:19][CH2:20][CH3:21])[C:16]([O:15][CH2:13][CH3:14])=[O:22])[CH2:9][CH2:10][CH3:11]. Reported procedure: Diisopropylamine (45.5 g, 450 mmol) was dissolved in anhydrous THF 150 mL and cooled to −40° C. in an acetonitrile/dry ice bath under nitrogen protection. 2.5M n-butyllithium (n-BuLi)/hexane solution (126 mL, 315 mmol) was added with stirring. After the addition, the mixture was kept in the ice water bath for 30 minutes, cooled down to −78° C. in an acetone/dry ice bath, and ethylhexanoate (43.3 g, 300 mmol) was added dropwise. The reaction mixture was stirred at the same temperature for 1 hour ... Reactants: NC1=C(C(=NN1CC1=CC=CC=C1)O)C1=CC2=C(OCO2)C=C1 (5-amino-4-(1,3-benzodioxol-5-yl)-1-benzyl-1H-pyrazol-3-ol), C([O-])([O-])=O.[Cs+].[Cs+] (cesium carbonate), C(C)(=O)OCCBr (2-bromoethyl acetate). The solvent is CN(C=O)C (dimethylformamide). Reaction conditions: time 8 hour. Yields the product C(C)(=O)OCCOC1=NN(C(=C1C1=CC2=C(OCO2)C=C1)N)CC1=CC=CC=C1 (2-{[5-amino-4-(1,3-benzodioxol-5-yl)-1-benzyl-1H-pyrazol-3-yl]oxy}ethyl acetate). Isolated yield 58.7%. Reaction SMILES: [NH2:1][C:2]1[N:6]([CH2:7][C:8]2[CH:13]=[CH:12][CH:11]=[CH:10][CH:9]=2)[N:5]=[C:4]([OH:14])[C:3]=1[C:15]1[CH:23]=[CH:22][C:18]2[O:19][CH2:20][O:21][C:17]=2[CH:16]=1.C(=O)([O-])[O-].[Cs+].[Cs+].[C:30]([O:33][CH2:34][CH2:35]Br)(=[O:32])[CH3:31]>CN(C)C=O>[C:30]([O:33][CH2:34][CH2:35][O:14][C:4]1[C:3]([C:15]2[CH:23]=[CH:22][C:18]3[O:19][CH2:20][O:21][C:17]=3[CH:16]=2)=[C:2]([NH2:1])[N:6]([CH2:7][C:8]2[CH:13]=[CH:12][CH:11]=[CH:10][CH:9]=2)[N:5]=1)(=[O:32])[CH3:31] |f:1.2.3|. Procedure: To a stirred mixture of 5-amino-4-(1,3-benzodioxol-5-yl)-1-benzyl-1H-pyrazol-3-ol (30 g) (Preparation 59) and cesium carbonate (94.8 g) in anhydrous dimethylformamide (340 ml), under an atmosphere of nitrogen, 2-bromoethyl acetate (16.2 g) was added drop-wise over 10 minutes and the reaction was stirred overnight. The reaction was quenched by the addition of an aqueous solution of HCl (2N, 260 ml) then ethyl acetate (600 ml) and water (1000 ml) were added. The aqueous phase was extracted with et... Starting materials: CCOC(=O)C(C)=O, NNCCc1ccccc1, CC(=O)[O-], CC(=O)O, Cl, [Na+], O. Yields the product CCOC(=O)C(C)=NNCCc1ccccc1. As a reaction SMILES: [C:12]([C:13](=[O:14])[CH3:15])(=[O:16])[O:17][CH2:18][CH3:19].[CH2:2]([CH2:3][c:4]1[cH:5][cH:6][cH:7][cH:8][cH:9]1)[NH:10][NH2:11].[CH3:21][C:22](=[O:23])[O-:24].[CH3:26][C:27](=[O:28])[OH:29].[ClH:1].[Na+:20].[OH2:25]>>[CH2:2]([CH2:3][c:4]1[cH:5][cH:6][cH:7][cH:8][cH:9]1)[NH:10][N:11]=[C:13]([C:12](=[O:16])[O:17][CH2:18][CH3:19])[CH3:15]. The reagents and catalysts are [C].[Pd] (palladium carbon). Solvent: C(C)O (ethanol). Reaction conditions: time 2 hour. Reactants: O=C1C(CN(C2=C(N1)C=CC=C2)C2C=CCCC2)NC(=O)OC(C)(C)C ((±)-2-oxo-3-tert-butoxycarbonylamino-5-(2-cyclohexen-1-yl)-1,3,4,5-tetrahydro-2H-1,5-benzo diazepine). Isolated yield 74.0%. Product: O=C1C(CN(C2=C(N1)C=CC=C2)C2CCCCC2)NC(=O)OC(C)(C)C ((±)-2-oxo-3-tert-butoxycarbonylamino-5-cyclohexyl-1,3,4,5-tetrahydro-2H-1,5-benzodiazepine). RXN SMILES: [O:1]=[C:2]1[NH:8][C:7]2[CH:9]=[CH:10][CH:11]=[CH:12][C:6]=2[N:5]([CH:13]2[CH2:18][CH2:17][CH2:16][CH:15]=[CH:14]2)[CH2:4][CH:3]1[NH:19][C:20]([O:22][C:23]([CH3:26])([CH3:25])[CH3:24])=[O:21]>C(O)C.[C].[Pd]>[O:1]=[C:2]1[NH:8][C:7]2[CH:9]=[CH:10][CH:11]=[CH:12][C:6]=2[N:5]([CH:13]2[CH2:18][CH2:17][CH2:16][CH2:15][CH2:14]2)[CH2:4][CH:3]1[NH:19][C:20]([O:22][C:23]([CH3:26])([CH3:25])[CH3:24])=[O:21] |f:2.3|. Reported procedure: To a solution of (±)-2-oxo-3-tert-butoxycarbonylamino-5-(2-cyclohexen-1-yl)-1,3,4,5-tetrahydro-2H-1,5-benzo diazepine (4.5 g) in ethanol (200 mL), 10% palladium carbon (1 g) was added, followed by stirring at room temperature for 2 hours under a hydrogen atmosphere. The reaction mixture was filtered, and the filtrate was concentrated under the reduced pressure. The residue was then recrystallized from ethanol, whereby the title compound (3.35 g) was obtained. Yield: 74%.